This data is from the Open Reaction Database (ORD), a public repository of structured organic reaction records. The task is: describe an organic reaction: reactants, conditions, products, and yield Starting materials: Cc1cc([N+](=O)[O-])ccc1Br, COCCOC, [Na+], [Na+], O=C([O-])[O-], OB(O)c1ccccc1. Product: Cc1cc([N+](=O)[O-])ccc1-c1ccccc1. As a reaction SMILES: [Br:1][c:2]1[c:3]([CH3:11])[cH:4][c:5]([N+:8](=[O:9])[O-:10])[cH:6][cH:7]1.[CH2:27]([CH2:28][O:29][CH3:30])[O:31][CH3:32].[Na+:21].[Na+:22].[O-:23][C:24](=[O:25])[O-:26].[c:12]1([B:18]([OH:19])[OH:20])[cH:13][cH:14][cH:15][cH:16][cH:17]1>>[c:2]1(-[c:12]2[cH:13][cH:14][cH:15][cH:16][cH:17]2)[c:3]([CH3:11])[cH:4][c:5]([N+:8](=[O:9])[O-:10])[cH:6][cH:7]1.